From a dataset of the Open Reaction Database (ORD), a public repository of structured organic reaction records. describe an organic reaction: reactants, conditions, products, and yield Starting materials: CSC1=CC2=C(OC3(CC3)C2=O)C=C1 (5-methylthiospiro[benzo[b]furan-2(3H), 1'-cyclopropane]-3-one), ClC1=CC(=CC=C1)C(=O)OO (m-chloroperbenzoic acid), O (water). Solvent: ClCCl (dichloromethane). The product is CS(=O)(=O)C1=CC2=C(OC3(CC3)C2=O)C=C1 (5-methylsulfonylspiro[benzo[b]furan-2(3H), 1'-cyclopropane]-3-one). RXN SMILES: [CH3:1][S:2][C:3]1[CH:14]=[CH:13][C:6]2[O:7][C:8]3([C:11](=[O:12])[C:5]=2[CH:4]=1)[CH2:10][CH2:9]3.ClC1C=CC=C(C(OO)=[O:23])C=1.[OH2:26]>ClCCl>[CH3:1][S:2]([C:3]1[CH:14]=[CH:13][C:6]2[O:7][C:8]3([C:11](=[O:12])[C:5]=2[CH:4]=1)[CH2:10][CH2:9]3)(=[O:23])=[O:26]. Reported procedure: To a solution of 5-methylthiospiro[benzo[b]furan-2(3H), 1'-cyclopropane]-3-one (103.1 mg.) in dichloromethane (2.1 ml.) was added in small portions of m-chloroperbenzoic acid (215.7 mg.) under stirring. After stirring for one hour, the reaction mixture was diluted with water and extracted with chloroform. The extract was washed with aqueous solution of sodium hydrogen carbonate, aqueous solution of sodium hydrosulfite and water in that order, and after drying the solvent was removed by evaporati... Starting materials: BrC1=CN=C2N1C=CC(=C2F)C(F)(F)F (3-Bromo-8-fluoro-7-trifluoromethylimidazo[1,2-α]pyridine), FC1=C(C=C(C=C1)B1OC(C(O1)(C)C)(C)C)C1=C(C=C(C=C1)F)S(=O)(=O)C (2-(2,4′-difluoro-2′-methanesulfonylbiphenyl-5-yl)-4,4,5,5-tetramethyl-[1,3,2]dioxaborolane). Product: FC1=C(C=C(C=C1)C1=CN=C2N1C=CC(=C2F)C(F)(F)F)C2=C(C=C(C=C2)F)S(=O)(=O)C (3-(2,4′-difluoro-2′-methanesulfonylbiphenyl-5-yl)-8-fluoro-7-trifluoromethylimidazo[1,2-α]pyridine). The yield is 42.0%. As a reaction SMILES: Br[C:2]1[N:6]2[CH:7]=[CH:8][C:9]([C:12]([F:15])([F:14])[F:13])=[C:10]([F:11])[C:5]2=[N:4][CH:3]=1.[F:16][C:17]1[CH:22]=[CH:21][C:20](B2OC(C)(C)C(C)(C)O2)=[CH:19][C:18]=1[C:32]1[CH:37]=[CH:36][C:35]([F:38])=[CH:34][C:33]=1[S:39]([CH3:42])(=[O:41])=[O:40]>>[F:16][C:17]1[CH:22]=[CH:21][C:20]([C:2]2[N:6]3[CH:7]=[CH:8][C:9]([C:12]([F:15])([F:14])[F:13])=[C:10]([F:11])[C:5]3=[N:4][CH:3]=2)=[CH:19][C:18]=1[C:32]1[CH:37]=[CH:36][C:35]([F:38])=[CH:34][C:33]=1[S:39]([CH3:42])(=[O:41])=[O:40]. Reported procedure: 3-Bromo-8-fluoro-7-trifluoromethylimidazo[1,2-α]pyridine was coupled to 2-(2,4′-difluoro-2′-methanesulfonylbiphenyl-5-yl)-4,4,5,5-tetramethyl-[1,3,2]dioxaborolane as described in Example 1 to give 3-(2,4′-difluoro-2′-methanesulfonylbiphenyl-5-yl)-8-fluoro-7-trifluoromethylimidazo[1,2-α]pyridine as a white solid (147 mg, 42%): δH (400 MHz, CDCl3) 2.91 (3H, s), 6.99 (1H, dd, J 7 and 6), 7.35-7.47 (3H, m), 7.61-7.65 (2H, m), 7.85 (1H, s), 7.98-8.01 (1H, m), 8.48 (11H, d, J 7); m/z (ES+) 471 [MH+]. Starting materials: ClC=1C=CC(=C(C(C2=C(C=CC=C2)Cl)O)C1)NC(C(F)(F)F)=O (5-chloro-α-(2-chlorophenyl)-2-(trifluoroacetylamino)benzyl alcohol), [H-].[Al+3].[Li+].[H-].[H-].[H-] (lithium aluminum hydride), O (water). The solvent is O1CCCC1 (tetrahydrofuran), C(C)OCC (ethyl ether). Reaction conditions: time 1 hour. Yields the product ClC=1C=CC(=C(C(C2=C(C=CC=C2)Cl)O)C1)NCC(F)(F)F (5-chloro-α-(2-chlorophenyl)-2-(2,2,2-trifluoroethylamino)benzyl alcohol). The yield is 86.7%. RXN SMILES: [H-].[Al+3].[Li+].[H-].[H-].[H-].[Cl:7][C:8]1[CH:9]=[CH:10][C:11]([NH:23][C:24](=O)[C:25]([F:28])([F:27])[F:26])=[C:12]([CH:22]=1)[CH:13]([OH:21])[C:14]1[CH:19]=[CH:18][CH:17]=[CH:16][C:15]=1[Cl:20].O>C(OCC)C.O1CCCC1>[Cl:7][C:8]1[CH:9]=[CH:10][C:11]([NH:23][CH2:24][C:25]([F:28])([F:26])[F:27])=[C:12]([CH:22]=1)[CH:13]([OH:21])[C:14]1[CH:19]=[CH:18][CH:17]=[CH:16][C:15]=1[Cl:20] |f:0.1.2.3.4.5|. Procedure details: To a suspension of 0.25 g of lithium aluminum hydride in 20 ml of absolute ethyl ether, a solution of 1.2 g of 5-chloro-α-(2-chlorophenyl)-2-(trifluoroacetylamino)benzyl alcohol in 5 ml of tetrahydrofuran was added dropwise. After mixture stirring at room temperature for 1 hour, water was added, and the organic layer was dried, after which the solvent was removed and the residue was subjected to silica gel column chromatography to yield 1.0 g of an oily compound.